Dataset: the Open Reaction Database (ORD), a public repository of structured organic reaction records. Task: describe an organic reaction: reactants, conditions, products, and yield Reaction SMILES: [CH3:1][CH2:2][CH2:3][CH2:4][CH:5]1[C:10](=O)[N:9]([C:12]2[CH:13]=[CH:14][CH:15]=[CH:16][CH:17]=2)[N:8]([C:18]2[CH:19]=[CH:20][CH:21]=[CH:22][CH:23]=2)[C:6]1=[O:7].FC(F)(F)C(O[C:29](=O)[C:30](F)(F)F)=O.[C:37](=[O:40])(O)[O-:38].[Na+].[OH-].[Na+].S([O-])([O-])(=O)=O.[Na+].[Na+]>CC(C)=O.ClCCl>[C:12]1([N:9]2[C:10]([C:30]3[C:29]([C:37]([OH:38])=[O:40])=[CH:4][CH:5]=[CH:6][N:8]=3)=[C:5]([CH2:4][CH2:3][CH2:2][CH3:1])[C:6](=[O:7])[N:8]2[C:18]2[CH:23]=[CH:22][CH:21]=[CH:20][CH:19]=2)[CH:13]=[CH:14][CH:15]=[CH:16][CH:17]=1 |f:2.3,4.5,6.7.8|. Solvent: CC(=O)C (acetone), ClCCl (dichloromethane). Reactants: initial suspension, CCCCC1C(=O)N(N(C1=O)C=2C=CC=CC2)C=3C=CC=CC3 (Phenylbutazone), FC(C(=O)OC(C(F)(F)F)=O)(F)F (trifluoroacetic anhydride), [OH-].[Na+] (sodium hydroxide), S(=O)(=O)([O-])[O-].[Na+].[Na+] (sodium sulfate), anhydride, C([O-])(O)=O.[Na+] (sodium bicarbonate). Yield: 154.2%. Reaction conditions: time 1 hour. Procedure: Phenylbutazone (1,2-diphenyl-3,5-pyrazolidinedione; 11.00 g, 0.035 mole) was treated with 11.55 g (0.055 mole) of trifluoroacetic anhydride. The resulting solid suspension was shaken or mechanically stirred until a homogeneous solution was obtained, then it was stirred with a magnetic stirrer at room temperature in a tightly closed flask for one hour. The solution was concentrated in vacuo for one hour and the oily residue obtained was dissolved in 50 ml of acetone and allowed to react with 12.5... The product is C1(=CC=CC=C1)N1N(C(C(=C1C1=NC=CC=C1C(=O)O)CCCC)=O)C1=CC=CC=C1 (1,2-DIPHENYL-4-BUTYL-5-(3'-CARBOXYPYRIDYL)-4-PYRAZOLIN-3-ONE). Starting materials: CO, [Na+], C1CCOC1, [OH-], CCOC(=O)CCNC(=O)CNC(=O)CC(c1ccccc1)(c1ccccc1)c1ccccc1. The product is O=C(O)CCNC(=O)CNC(=O)CC(c1ccccc1)(c1ccccc1)c1ccccc1. Reaction SMILES: [CH3:42][OH:43].[Na+:41].[O:35]1[CH2:36][CH2:37][CH2:38][CH2:39]1.[OH-:40].[c:1]1([C:7]([CH2:8][C:9](=[O:10])[NH:11][CH2:12][C:13](=[O:14])[NH:15][CH2:16][CH2:17][C:18](=[O:19])[O:20][CH2:21][CH3:22])([c:23]2[cH:24][cH:25][cH:26][cH:27][cH:28]2)[c:29]2[cH:30][cH:31][cH:32][cH:33][cH:34]2)[cH:2][cH:3][cH:4][cH:5][cH:6]1>>[c:1]1([C:7]([CH2:8][C:9](=[O:10])[NH:11][CH2:12][C:13](=[O:14])[NH:15][CH2:16][CH2:17][C:18](=[O:19])[OH:20])([c:23]2[cH:24][cH:25][cH:26][cH:27][cH:28]2)[c:29]2[cH:30][cH:31][cH:32][cH:33][cH:34]2)[cH:2][cH:3][cH:4][cH:5][cH:6]1. Starting materials: CC=1C=NC=2C(CCCC2C1)=O (5,6-dihydro-3-methyl-7H-quinolin-8-one), Cl.NO (hydroxylamine hydrochloride), [OH-].[Na+] (sodium hydroxide), C(C)O (ethanol). Solvent: O (water), O (Water). Product: CC=1C=NC=2C(CCCC2C1)=NO (3-methyl-8-oximino-5,6,7,8-tetrahydroquinoline). Reaction SMILES: [CH3:1][C:2]1[CH:3]=[N:4][C:5]2[C:6](=O)[CH2:7][CH2:8][CH2:9][C:10]=2[CH:11]=1.Cl.[NH2:14][OH:15].[OH-].[Na+].C(O)C>O>[CH3:1][C:2]1[CH:3]=[N:4][C:5]2[C:6](=[N:14][OH:15])[CH2:7][CH2:8][CH2:9][C:10]=2[CH:11]=1 |f:1.2,3.4|. Procedure: The quinolinone (30g), hydroxylamine hydrochloride (14g), sodium hydroxide (9g), ethanol (165ml) and water (65ml) were stirred and refluxed for 2 hours. Water (100 ml) was added and the product was allowed to crystallise overnight. The crystals were removed by filtration and washed with water and dried to give 3-methyl-8-oximino-5,6,7,8-tetrahydroquinoline (27.5g) mp 188° C. Reactants: C(C)OC(C1=CC=C(C=C1)N1C=C(C2=CC=C(C=C12)[N+](=O)[O-])C#N)=O (4-(3-cyano-6-nitroindol-1 yl)benzoic acid ethyl ester), O1CCCC1 (tetrahydrofuran). The reagents and catalysts are [C].[Pd] (palladium-carbon). Solvent: CO (methanol). Conditions: time 7 hour. The product is C(C)OC(C1=CC=C(C=C1)N1C=C(C2=CC=C(C=C12)N)C#N)=O (4-(6-Amino-3-cyanoindol-1-yl)benzoic acid ethyl ester). Yield: 69.9%. Reaction SMILES: [CH2:1]([O:3][C:4](=[O:25])[C:5]1[CH:10]=[CH:9][C:8]([N:11]2[C:19]3[C:14](=[CH:15][CH:16]=[C:17]([N+:20]([O-])=O)[CH:18]=3)[C:13]([C:23]#[N:24])=[CH:12]2)=[CH:7][CH:6]=1)[CH3:2].O1CCCC1>[C].[Pd].CO>[CH2:1]([O:3][C:4](=[O:25])[C:5]1[CH:6]=[CH:7][C:8]([N:11]2[C:19]3[C:14](=[CH:15][CH:16]=[C:17]([NH2:20])[CH:18]=3)[C:13]([C:23]#[N:24])=[CH:12]2)=[CH:9][CH:10]=1)[CH3:2] |f:2.3|. Procedure details: To a solution of 4-(3-cyano-6-nitroindol-1 yl)benzoic acid ethyl ester (0.11 g) in a mixed solvent of tetrahydrofuran (2 mL) and methanol (2 mL) was added palladium-carbon powder (0.04 g) under an argon atmosphere, and this mixture was stirred at room temperature under a hydrogen atmosphere for 7 hours. The insoluble material was removed by filtration, and the filtrate was concentrated under reduced pressure to give the title compound (0.070 g). The reactants are C(Cl)Cl (CH2Cl2), [N+](=O)([O-])C=1C=C(C=CC1)O (3-nitrophenol), [NH4+].[Cl-] (NH4Cl), CC(C(=O)Cl)(C)C (trimethylacetyl chloride). The reagents and catalysts are CN(C)C=1C=CN=CC1 (DMAP). Run in N1=CC=CC=C1 (pyridine). Reaction conditions: time 3 hour. Product: C(C(C)(C)C)(=O)OC1=CC(=CC=C1)[N+](=O)[O-] (O-pivaloyl-3-nitrophenol). The yield is 94.0%. RXN SMILES: C(Cl)Cl.[N+:4]([C:7]1[CH:8]=[C:9]([OH:13])[CH:10]=[CH:11][CH:12]=1)([O-:6])=[O:5].[CH3:14][C:15]([CH3:20])([CH3:19])[C:16](Cl)=[O:17].[NH4+].[Cl-]>CN(C1C=CN=CC=1)C.N1C=CC=CC=1>[C:16]([O:13][C:9]1[CH:10]=[CH:11][CH:12]=[C:7]([N+:4]([O-:6])=[O:5])[CH:8]=1)(=[O:17])[C:15]([CH3:20])([CH3:19])[CH3:14] |f:3.4|. Reported procedure: To 300 mL of CH2Cl2 was added 3-nitrophenol (structure 64 of Scheme XVII, where R1=H, Y=O) (15 g, 0.11 mol), pyridine (20 mL) and DMAP (10 mg). To this cooled solution (0° C.) was slowly added trimethylacetyl chloride (18 mL, 146 mmol, 1.4 equivuiv). The solution was allowed to warm to rt and stirred for 3 h. To the amber colored solution was added sat'd NH4Cl (300 mL). The organic layer was washed with 1N HCl (2×150 mL), 10% CuSO4. 5 H2O (2×100 mL), and brine (2×100 mL). The extract was dried (... Reaction SMILES: [C:16](=[O:17])([O-:18])[O-:19].[CH3:33][C:34](=[O:35])[CH3:36].[Cl:1][c:2]1[cH:3][c:4]([C:5]([CH3:6])([CH3:7])[NH:8][CH2:9][C:10]([CH3:11])=[O:12])[cH:13][cH:14][cH:15]1.[K+:20].[K+:21].[OH2:22].[c:23]1([CH2:29][C:30](=[O:31])[Cl:32])[cH:24][cH:25][cH:26][cH:27][cH:28]1>>[Cl:1][c:2]1[cH:3][c:4]([C:5]([CH3:6])([CH3:7])[N:8]([CH2:9][C:10]([CH3:11])=[O:12])[C:30]([CH2:29][c:23]2[cH:24][cH:25][cH:26][cH:27][cH:28]2)=[O:31])[cH:13][cH:14][cH:15]1. The product is CC(=O)CN(C(=O)Cc1ccccc1)C(C)(C)c1cccc(Cl)c1. Starting materials: O=C([O-])[O-], CC(C)=O, CC(=O)CNC(C)(C)c1cccc(Cl)c1, [K+], [K+], O, O=C(Cl)Cc1ccccc1. The reactants are OCCC1C(CCCCCCCCCC1)O (2-(2-Hydroxyethyl)-cyclododecanol), C1(=CC=C(C=C1)S(=O)(=O)O)C (p-toluenesulfonic acid), [OH-].[Na+] (sodium hydroxide). Solvent: C1(=CC=CC=C1)C (toluene). The product is C12CCCCCCCCCCC2OCC1 (13-oxabicyclo[10.3.0]pentadecane). Yield: 64.5%. Reaction SMILES: O[CH2:2][CH2:3][CH:4]1[CH2:15][CH2:14][CH2:13][CH2:12][CH2:11][CH2:10][CH2:9][CH2:8][CH2:7][CH2:6][CH:5]1[OH:16].C1(C)C=CC(S(O)(=O)=O)=CC=1.[OH-].[Na+]>C1(C)C=CC=CC=1>[CH:4]12[CH2:3][CH2:2][O:16][CH:5]1[CH2:6][CH2:7][CH2:8][CH2:9][CH2:10][CH2:11][CH2:12][CH2:13][CH2:14][CH2:15]2 |f:2.3|. Reported procedure: The toluene solution of the diol from step 5 (approximately 0.59 mol) was mixed with 12 gm of p-toluenesulfonic acid and heated with agitation for approximately 4 hours under a water separator. After the reaction was complete, the mixture was neutralized with 5% sodium hydroxide solution, the aqueous phase was separated, and the toluene phase was evaporated. Approximately 80 gm of 13-oxabicyclo[10.3.0]pentadecane (65% yield) were isolated by vacuum distillation at 90° to 95° C./0.25 mbar. Reactants: product, COC1=CC=C2CCC(C2=C1)C1CCNCC1 (4-(6-methoxy-indan-1-yl)piperidine), C1(CC1)C(=O)Cl (cyclopropane carbonyl chloride), C([O-])([O-])=O.[K+].[K+] (potassium carbonate), [K+].[Br-] (KBr). Run in C(C)#N (acetonitrile). Conditions: time 72 hour. Yields the product C1(CC1)C(=O)N1CCC(CC1)C1CCC2=CC=C(C=C12)OC (N-Cyclopropylcarbonyl-4-(-6-methoxy-indan-1-yl)piperidine). Reaction SMILES: [CH3:1][O:2][C:3]1[CH:11]=[C:10]2[C:6]([CH2:7][CH2:8][CH:9]2[CH:12]2[CH2:17][CH2:16][NH:15][CH2:14][CH2:13]2)=[CH:5][CH:4]=1.[CH:18]1([C:21](Cl)=[O:22])[CH2:20][CH2:19]1.C(=O)([O-])[O-].[K+].[K+].[K+].[Br-]>C(#N)C>[CH:18]1([C:21]([N:15]2[CH2:16][CH2:17][CH:12]([CH:9]3[C:10]4[C:6](=[CH:5][CH:4]=[C:3]([O:2][CH3:1])[CH:11]=4)[CH2:7][CH2:8]3)[CH2:13][CH2:14]2)=[O:22])[CH2:20][CH2:19]1 |f:2.3.4,5.6|. Reported procedure: A mixture of 4-(6-methoxy-indan-1-yl)piperidine (0.46 g, 2 mmol), cyclopropane carbonyl chloride (0.21 g, 2 mmol), and excess powdered potassium carbonate in acetonitrile was stirred for 72 h. The solution was filtered and concentrated in vacuo. The residue chromatographed on silica eluting with 2% methanol in methylene chloride to give, on concentration of the appropriate fractions, the product as an oil (0.5 g, 83%), IR (KBr) 2940, 1636, 1490, 1244, 1034 cm-1 ; H NMR (CDCl3, 300 MHz) δ 7.08 (d... Starting materials: N1=CC=CC2=CC=CC(=C12)N1CCC(CC1)=O (1-quinolin-8-yl-piperidin-4-one), N1(CCNCC1)C1=C2C=CNC2=CC=C1 (4-piperazino-indole), C(C)(=O)O[BH-](OC(C)=O)OC(C)=O.[Na+] (sodium triacetoxyborohydride), C(C)(=O)O (acetic acid). Solvent: C(Cl)Cl (CH2Cl2). Conditions: time 8 hour. Yields the product N1C=CC2=C(C=CC=C12)N1CCN(CC1)C1CCN(CC1)C=1C=CC=C2C=CC=NC12 (8-{4-[4-(1H-indole-4-yl)-1-piperazinyl]-1-piperidinyl}quinoline). Isolated yield 40.8%. RXN SMILES: [N:1]1[C:10]2[C:5](=[CH:6][CH:7]=[CH:8][C:9]=2[N:11]2[CH2:16][CH2:15][C:14](=O)[CH2:13][CH2:12]2)[CH:4]=[CH:3][CH:2]=1.[N:18]1([C:24]2[CH:32]=[CH:31][CH:30]=[C:29]3[C:25]=2[CH:26]=[CH:27][NH:28]3)[CH2:23][CH2:22][NH:21][CH2:20][CH2:19]1.C(O[BH-](OC(=O)C)OC(=O)C)(=O)C.[Na+].C(O)(=O)C>C(Cl)Cl>[NH:28]1[C:29]2[C:25](=[C:24]([N:18]3[CH2:23][CH2:22][N:21]([CH:14]4[CH2:15][CH2:16][N:11]([C:9]5[CH:8]=[CH:7][CH:6]=[C:5]6[C:10]=5[N:1]=[CH:2][CH:3]=[CH:4]6)[CH2:12][CH2:13]4)[CH2:20][CH2:19]3)[CH:32]=[CH:31][CH:30]=2)[CH:26]=[CH:27]1 |f:2.3|. Procedure: To a solution of 0.270 g of 1-quinolin-8-yl-piperidin-4-one (Example A, Step 6, above) and 0.240 g of 4-piperazino-indole (commercially available) in 15 mL CH2Cl2 was added 0.327 g of sodium triacetoxyborohydride and 0.2 mL acetic acid. The reaction was stirred at room temperature overnight. It was quenched with 1N NaOH, and the product was extracted with CH2Cl2. The organic phase was washed with water, dried over magnesium sulfate and evaporated. The product crystallized to give 0.200 g of the ...